From a dataset of the Open Reaction Database (ORD), a public repository of structured organic reaction records. describe an organic reaction: reactants, conditions, products, and yield Reactants: [OH-].[Na+] (sodium hydroxide), C(C)(=O)[O-].[NH4+] (ammonium acetate), C(C)(=O)O (acetic acid), CC(C)([O-])C.[K+] (potassium t-butoxide), CSC(=CC(=O)C1=CC=CC=C1)SC (3,3-bis-(methylthio)-1-phenyl-2-propen-1-one), ClC=1C=C(C=CC1)C(C)=O (m-chloroacetophenone). Run in O1CCCC1 (tetrahydrofuran). Run at time 30 minute. Yields the product ClCC=1C=C(C=CC1)C1=NC(=CC(=C1)SC)C1=CC=CC=C1 (2-(3'-chloromethylphenyl)-4-methylthio-6-phenylpyridine). As a reaction SMILES: [Cl:1][C:2]1C=[C:4](C(=O)C)[CH:5]=[CH:6][CH:7]=1.CC(C)([O-])C.[K+].CS[C:19]([S:29][CH3:30])=[CH:20][C:21]([C:23]1[CH:28]=[CH:27][CH:26]=[CH:25][CH:24]=1)=O.[C:31]([O-])(=O)[CH3:32].[NH4+:35].[OH-].[Na+].[C:38](O)(=O)[CH3:39]>O1CCCC1>[Cl:1][CH2:2][C:7]1[CH:6]=[C:5]([C:31]2[CH:32]=[C:19]([S:29][CH3:30])[CH:20]=[C:21]([C:23]3[CH:28]=[CH:27][CH:26]=[CH:25][CH:24]=3)[N:35]=2)[CH:4]=[CH:38][CH:39]=1 |f:1.2,4.5,6.7|. Reported procedure: To 20 ml of tetrahydrofuran solution containing 0.69 g of m-chloroacetophenone was added 1.1 g of potassium t-butoxide at room temperature, followed by stirring for 30 minutes. Further, 1 g of 3,3-bis-(methylthio)-1-phenyl-2-propen-1-one was added, followed by stirring for 1 hour. Subsequently, 20 ml of acetic acid and 3 g of ammonium acetate were added, and reaction was carried out for 3 hours under reflux, while distilling away tetrahydrofuran. The reaction liquid was neutralized with an aqueo... Reactants: BrCC(=O)O (Bromoacetic acid), ON1C(CCC1=O)=O (N-hydroxysuccinimide), C1CCC(CC1)N=C=NC2CCCCC2 (DCC). Solvent: C(Cl)Cl (DCM). The product is BrCC(=O)ON1C(CCC1=O)=O (2,5-Dioxopyrrolidinyl bromoacetate), solid. As a reaction SMILES: [Br:1][CH2:2][C:3]([OH:5])=[O:4].O[N:7]1[C:11](=[O:12])[CH2:10][CH2:9][C:8]1=[O:13].C1CCC(N=C=NC2CCCCC2)CC1>C(Cl)Cl>[Br:1][CH2:2][C:3]([O:5][N:7]1[C:11](=[O:12])[CH2:10][CH2:9][C:8]1=[O:13])=[O:4]. Reported procedure: Bromoacetic acid (4.30 g) and N-hydroxysuccinimide (4.03 g) were dissolved in DCM (25 ml). The mixture was stirred on a magnetic stirrer at room temperature. DCC was added (7.42 g) in one portion and the mixture was reacted overnight. The reaction mixture was filtered to remove dicyclohexylurea. The filter cake washed several times with DCM. The combined filtrates were washed three times with saturated aqueous sodium chloride solution (30 mL/each wash), dried over anhydrous magnesium sulfate, an... Starting materials: Nc1ccc(S(=O)(=O)N2C=CC(CCO)Sc3ccccc32)cc1, O=C(Cl)c1ccccc1-c1ccccc1. Product: O=C(Nc1ccc(S(=O)(=O)N2C=CC(CCO)Sc3ccccc32)cc1)c1ccccc1-c1ccccc1. Reaction SMILES: [OH:1][CH2:2][CH2:3][CH:4]1[S:5][c:6]2[c:7]([cH:21][cH:22][cH:23][cH:24]2)[N:8]([S:11](=[O:12])(=[O:13])[c:14]2[cH:15][cH:16][c:17]([NH2:20])[cH:18][cH:19]2)[CH:9]=[CH:10]1.[c:25]1(-[c:31]2[c:32]([C:33](=[O:34])[Cl:35])[cH:36][cH:37][cH:38][cH:39]2)[cH:26][cH:27][cH:28][cH:29][cH:30]1>>[OH:1][CH2:2][CH2:3][CH:4]1[S:5][c:6]2[c:7]([cH:21][cH:22][cH:23][cH:24]2)[N:8]([S:11](=[O:12])(=[O:13])[c:14]2[cH:15][cH:16][c:17]([NH:20][C:33]([c:32]3[c:31](-[c:25]4[cH:26][cH:27][cH:28][cH:29][cH:30]4)[cH:39][cH:38][cH:37][cH:36]3)=[O:34])[cH:18][cH:19]2)[CH:9]=[CH:10]1. Starting materials: ClC(Cl)Cl, O=C1COc2c(cc(Cl)cc2C(=O)NC2CN3CCC2CC3)N1, O=C(OO)c1cccc(Cl)c1. The product is O=C1COc2c(cc(Cl)cc2C(=O)[NH+]([O-])C2CN3CCC2CC3)N1. As a reaction SMILES: [CH:35]([Cl:36])([Cl:37])[Cl:38].[Cl:1][c:2]1[cH:3][c:4]([C:13](=[O:14])[NH:15][CH:16]2[CH2:17][N:18]3[CH2:19][CH2:20][CH:21]2[CH2:22][CH2:23]3)[c:5]2[c:6]([cH:12]1)[NH:7][C:8](=[O:11])[CH2:9][O:10]2.[Cl:24][c:25]1[cH:26][cH:27][cH:28][c:29]([C:30]([O:31][OH:33])=[O:32])[cH:34]1>>[Cl:1][c:2]1[cH:3][c:4]([C:13](=[O:14])[NH+:15]([CH:16]2[CH2:17][N:18]3[CH2:19][CH2:20][CH:21]2[CH2:22][CH2:23]3)[O-:32])[c:5]2[c:6]([cH:12]1)[NH:7][C:8](=[O:11])[CH2:9][O:10]2. Reactants: ClC=1C=C(C(=O)CCC(=O)O)C=CC1Cl (3-(3,4-dichlorobenzoyl)-propionic acid), N(N)CC(C)O (1-hydrazino-2-propanol), N(N)CC(CC)O (1-hydrazino-2-butanol), FC1=CC=C(C(=O)CCC(=O)O)C=C1 (3-(p-fluorobenzoyl)-propionic acid), 1-hydrazino-2-hexanol,3-(3,4-dichlorobenzoyl)-propionic acid, N(N)CC(CCCC)O (1-hydrazino-2-hexanol). Product: FC1=CC=C(C=C1)C1N(N=CCC1)CC(CCCC)O (3-(p-fluorophenyl)-2-(2-hydroxyhexyl)-4,5-dihydropyridazin), ClC=1C=C(C=CC1Cl)C1N(N=CCC1)CC(CCCC)O (3-(3,4-dichlorophenyl)-2-(2-hydroxyhexyl)-4,5-dihydropyridazin). RXN SMILES: [F:1][C:2]1[CH:14]=[CH:13][C:5]([C:6]([CH2:8][CH2:9][C:10](O)=O)=O)=[CH:4][CH:3]=1.N(CC(O)C)N.[Cl:21][C:22]1[CH:23]=[C:24]([CH:32]=[CH:33][C:34]=1[Cl:35])[C:25]([CH2:27][CH2:28][C:29](O)=O)=O.[NH:36]([CH2:38][CH:39]([OH:44])[CH2:40][CH2:41][CH2:42][CH3:43])[NH2:37].N(CC(O)CC)N>>[F:1][C:2]1[CH:14]=[CH:13][C:5]([CH:6]2[CH2:8][CH2:9][CH:10]=[N:37][N:36]2[CH2:38][CH:39]([OH:44])[CH2:40][CH2:41][CH2:42][CH3:43])=[CH:4][CH:3]=1.[Cl:21][C:22]1[CH:23]=[C:24]([CH:25]2[CH2:27][CH2:28][CH:29]=[N:37][N:36]2[CH2:38][CH:39]([OH:44])[CH2:40][CH2:41][CH2:42][CH3:43])[CH:32]=[CH:33][C:34]=1[Cl:35]. Procedure details: When the above procedure is carried out using equivalent amounts of 3-(p-fluorobenzoyl)-propionic acid and 1-hydrazino-2-hexanol,3-(3,4-dichlorobenzoyl)-propionic acid and 1-hydrazino-2-propanol or 3-(3,4-dichlorobenzoyl)-propionic acid and 1-hydrazino-2-hexanol in place of the 3-(p-chlorobenzoyl)-propionic acid and 1-hydrazino-2-butanol used therein, there is obtained 3-(p-fluorophenyl)-2-(2-hydroxyhexyl)-4,5-dihydropyridazin (2H)-3-one (m.p. 75°-77° C) 3-(3,4-dichlorophenyl)-2-(2-hydroxypropyl...